This data is from the Open Reaction Database (ORD), a public repository of structured organic reaction records. The task is: describe an organic reaction: reactants, conditions, products, and yield The reactants are CN(/C=C/C(=O)C1=NN(C=CC1=O)C1=CC(=CC=C1)OC(F)(F)F)C (3-((E)-3-Dimethylamino-acryloyl)-1-(3-trifluoromethoxy-phenyl)-1H-pyridazin-4-one), N(=O)[O-].[Na+] (sodium nitrite), [Sn](Cl)Cl (tin(II) chloride), FC1(OC2=C(O1)C=CC(=C2)NN)F (2,2-difluoro-benzo[1,3]dioxol-5-yl-hydrazine), amino. Product: FC1(OC2=C(O1)C=CC(=C2)N2N=CC=C2C2=NN(C=CC2=O)C2=CC(=CC=C2)OC(F)(F)F)F (3-[2-(2,2-Difluoro-benzo[1,3]dioxol-5-yl)-2H-pyrazol-3-yl]-1-(3-trifluoromethoxy-phenyl)-1H-pyridazin-4-one). RXN SMILES: C[N:2](C)/[CH:3]=[CH:4]/[C:5]([C:7]1[C:12](=[O:13])[CH:11]=[CH:10][N:9]([C:14]2[CH:19]=[CH:18][CH:17]=[C:16]([O:20][C:21]([F:24])([F:23])[F:22])[CH:15]=2)[N:8]=1)=O.[F:26][C:27]1([F:38])[O:31][C:30]2[CH:32]=[CH:33][C:34]([NH:36]N)=[CH:35][C:29]=2[O:28]1.N([O-])=O.[Na+].[Sn](Cl)Cl>>[F:38][C:27]1([F:26])[O:31][C:30]2[CH:32]=[CH:33][C:34]([N:36]3[C:5]([C:7]4[C:12](=[O:13])[CH:11]=[CH:10][N:9]([C:14]5[CH:19]=[CH:18][CH:17]=[C:16]([O:20][C:21]([F:24])([F:23])[F:22])[CH:15]=5)[N:8]=4)=[CH:4][CH:3]=[N:2]3)=[CH:35][C:29]=2[O:28]1 |f:2.3|. Procedure: The product was obtained starting from 3-((E)-3-Dimethylamino-acryloyl)-1-(3-trifluoromethoxy-phenyl)-1H-pyridazin-4-one (A-6) and 2,2-difluoro-benzo[1,3]dioxol-5-yl-hydrazine (prepared from the corresponding amino derivative using sodium nitrite and tin(II) chloride as described in J. Med. Chem. 2003, 46, 4676-4686) according to the method described for example 91. MS: M=479.1 (M+H)+ The reactants are Cl, CC(C)(C)OC(=O)NC(C[N+](=O)[O-])c1cccc(C(F)(F)F)c1, C1COCCO1. Product: Cl, NC(C[N+](=O)[O-])c1cccc(C(F)(F)F)c1. RXN SMILES: [ClH:24].[N+:1](=[O:2])([O-:3])[CH2:4][CH:5]([c:6]1[cH:7][c:8]([C:12]([F:13])([F:14])[F:15])[cH:9][cH:10][cH:11]1)[NH:16][C:17](=[O:18])[O:19][C:20]([CH3:21])([CH3:22])[CH3:23].[O:25]1[CH2:26][CH2:27][O:28][CH2:29][CH2:30]1>>[ClH:24].[N+:1](=[O:2])([O-:3])[CH2:4][CH:5]([c:6]1[cH:7][c:8]([C:12]([F:13])([F:14])[F:15])[cH:9][cH:10][cH:11]1)[NH2:16]. Reactants: S(=O)(=O)(O)O.NCC#N (aminoacetonitrile hydrogen sulphate), N(=O)[O-].[Na+] (sodium nitrite), N=1C=C(N2C1C=CC=C2)C=2C=C(C=CC2)N (3-imidazo[1,2-a]pyridin-3-yl-phenylamine), CC(=O)[O-].[Na+] (NaOAc). The solvent is O (H2O), O (H2O), Cl (HCl). Run at temperature 90 celsius, time 1 hour. Yields the product N=1C=C(N2C1C=CC=C2)C=2C=C(C=CC2)NC=2NN=NC2 ((3-Imidazo[1,2-a]pyridin-3-yl-phenyl)-(3H-[1,2,3]triazol-4-yl)-amine). Isolated yield 39.6%. Reaction SMILES: [N:1]([O-])=O.[Na+].[N:5]1[CH:6]=[C:7]([C:14]2[CH:15]=[C:16]([NH2:20])[CH:17]=[CH:18][CH:19]=2)[N:8]2[CH:13]=[CH:12][CH:11]=[CH:10][C:9]=12.S(O)(O)(=O)=O.[NH2:26][CH2:27][C:28]#[N:29].CC([O-])=O.[Na+]>O.Cl>[N:5]1[CH:6]=[C:7]([C:14]2[CH:15]=[C:16]([NH:20][C:28]3[NH:29][N:1]=[N:26][CH:27]=3)[CH:17]=[CH:18][CH:19]=2)[N:8]2[CH:13]=[CH:12][CH:11]=[CH:10][C:9]=12 |f:0.1,3.4,5.6|. Reported procedure: A solution of sodium nitrite (140 mg, 2 mmol) in H2O (1 ml) was added to a stirred solution of 3-imidazo[1,2-a]pyridin-3-yl-phenylamine (420 mg, 2 mmol) in 2N HCl (4 ml) such that the internal temperature <5° C. After complete addition the reaction was stirred 15 minutes at this temperature before the addition of aminoacetonitrile hydrogen sulphate (310 mg, 2 mmol) in H2O (1 ml) [internal temperature maintained <5° C.]. After 1 hour NaOAc (7 g) was added. The mixture was stirred for 1 hour with ... Starting materials: C1=CC(=CC=C1C(=O)CO)F (2-hydroxy-4-fluoroacetophenone), CN(C=O)C (dimethylformamide), CI (methyl iodide), oil, [H-].[Na+] (sodium hydride). Conditions: temperature 0 celsius, time 1 hour. Product: CC(=O)C1=C(C=C(C=C1)F)OC (2-methoxy-4-fluoroacetophenone). Reaction SMILES: [CH:1]1[C:6]([C:7]([CH2:9]O)=[O:8])=[CH:5][CH:4]=[C:3]([F:11])[CH:2]=1.CI.[H-].[Na+].CN(C)[CH:18]=[O:19]>>[CH3:9][C:7]([C:6]1[CH:5]=[CH:4][C:3]([F:11])=[CH:2][C:1]=1[O:19][CH3:18])=[O:8] |f:2.3|. Procedure details: To a solution of 13.9 g. of 2-hydroxy-4-fluoroacetophenone in 75 ml. of dry dimethylformamide were added 30 ml. of methyl iodide. The solution was cooled to 0° C. and 4.1 g. of a 50% oil dispersion of sodium hydride were carefully added. After stirring for one hour at 0° C., the reaction was extracted with ethyl acetate. The organic extract was washed three times with 200 ml. each of 1N hydrochloric acid. The ethyl acetate solution was then dried and removed in vacuo. This reaction and a subsequ... The reactants are CN(C)C(=O)Cl, [H-], [Na+], C1CCOC1, c1cnc(-c2n[nH]c(-c3cnccn3)n2)cn1. Product: CN(C)C(=O)n1nc(-c2cnccn2)nc1-c1cnccn1. As a reaction SMILES: [CH3:20][N:21]([C:22](=[O:23])[Cl:24])[CH3:25].[H-:18].[Na+:19].[O:26]1[CH2:27][CH2:28][CH2:29][CH2:30]1.[n:1]1[c:2](-[c:7]2[n:8][nH:9][c:10](-[c:12]3[n:13][cH:14][cH:15][n:16][cH:17]3)[n:11]2)[cH:3][n:4][cH:5][cH:6]1>>[n:1]1[c:2](-[c:7]2[n:8]([C:22]([N:21]([CH3:20])[CH3:25])=[O:23])[n:9][c:10](-[c:12]3[n:13][cH:14][cH:15][n:16][cH:17]3)[n:11]2)[cH:3][n:4][cH:5][cH:6]1. Reactants: COc1ccc(C(=O)OCC(O)CNC(=O)c2ccc(OCc3ccccc3)cc2)cc1, ClCCl. The product is COc1ccc(C(=O)OCC(=O)CNC(=O)c2ccc(OCc3ccccc3)cc2)cc1. Reaction SMILES: [CH2:1]([c:2]1[cH:3][cH:4][cH:5][cH:6][cH:7]1)[O:8][c:9]1[cH:10][cH:11][c:12]([C:13](=[O:14])[NH:15][CH2:16][CH:17]([CH2:18][O:19][C:20]([c:21]2[cH:22][cH:23][c:24]([O:27][CH3:28])[cH:25][cH:26]2)=[O:29])[OH:30])[cH:31][cH:32]1.[CH2:33]([Cl:34])[Cl:35]>>[CH2:1]([c:2]1[cH:3][cH:4][cH:5][cH:6][cH:7]1)[O:8][c:9]1[cH:10][cH:11][c:12]([C:13](=[O:14])[NH:15][CH2:16][C:17]([CH2:18][O:19][C:20]([c:21]2[cH:22][cH:23][c:24]([O:27][CH3:28])[cH:25][cH:26]2)=[O:29])=[O:30])[cH:31][cH:32]1. Reactants: NC(=O)C1=CC=CC=2NC(=NC21)C2(CCN(CC2)C(=O)OCC2=CC=CC=C2)NC(=O)OCC2C1=CC=CC=C1C=1C=CC=CC21 (benzyl 4-[4-(aminocarbonyl)-1H-benzimidazol-2-yl]-4-{[(9H-fluoren-9-ylmethoxy)carbonyl]amino}piperidine-1-carboxylate). Solvent: CN(C)C=O (DMF), N1CCCCC1 (piperidine). The product is NC1(CCN(CC1)C(=O)OCC1=CC=CC=C1)C1=NC2=C(N1)C=CC=C2C(=O)N (benzyl 4-amino-4-[4-(aminocarbonyl)-1H-benzimidazol-2-yl]piperidine-1-carboxylate). Yield: 35.6%. As a reaction SMILES: [NH2:1][C:2]([C:4]1[C:12]2[N:11]=[C:10]([C:13]3([NH:29]C(OCC4C5C=CC=CC=5C5C4=CC=CC=5)=O)[CH2:18][CH2:17][N:16]([C:19]([O:21][CH2:22][C:23]4[CH:28]=[CH:27][CH:26]=[CH:25][CH:24]=4)=[O:20])[CH2:15][CH2:14]3)[NH:9][C:8]=2[CH:7]=[CH:6][CH:5]=1)=[O:3]>CN(C=O)C.N1CCCCC1>[NH2:29][C:13]1([C:10]2[NH:9][C:8]3[CH:7]=[CH:6][CH:5]=[C:4]([C:2]([NH2:1])=[O:3])[C:12]=3[N:11]=2)[CH2:18][CH2:17][N:16]([C:19]([O:21][CH2:22][C:23]2[CH:24]=[CH:25][CH:26]=[CH:27][CH:28]=2)=[O:20])[CH2:15][CH2:14]1. Procedure details: A mixture of Example 49A (0.035 g, 0.1 mmol) in DMF (2 ml) and piperidine (0.5 ml), was stirred at room temperature for 2 h. The mixture was concentrated under vacuum then crystallized from MeOH to provide 0.014 g (64%) of the desired product. MS (ESI) m/e 416 (M+Na)+. 1H NMR (DMSO-D6) δ ppm 8.14 (s, 1H), 7.84 (d, J=7.02 Hz 1H), 7.73 (s, 2H) 7.37-7.40 (m, 4H), 7.31-7.37 (m, 2H), 5.11 (s, 2H), 3.51-3.68 (m, 6H), 2.32 (s, 2H), 1.88 (d, J=13.43 Hz, 2H). Product: ClC1=CC=C(C(=O)C2=C3CCCC(C3=CC=C2)C(=O)O)C=C1 (5-(p-chlorobenzoyl)-1,2,3,4-tetrahydro-1-naphthoic acid). Starting materials: C(C)OCC (ethyl ether), S(O)(O)(=O)=O (sulfuric acid), ClC1=CC=C(CC2=C3CCCC(C3=CC=C2)C(=O)O)C=C1 (5-(p-chlorobenzyl)-1,2,3,4-tetrahydro-1-naphthoic acid), [Cr](=O)(=O)([O-])O[Cr](=O)(=O)[O-].[Na+].[Na+] (sodium dichromate). Solvent: O (water). Run at time 8 hour. Reaction SMILES: C([O:3]CC)C.[Cl:6][C:7]1[CH:26]=[CH:25][C:10]([CH2:11][C:12]2[CH:21]=[CH:20][CH:19]=[C:18]3[C:13]=2[CH2:14][CH2:15][CH2:16][CH:17]3[C:22]([OH:24])=[O:23])=[CH:9][CH:8]=1.[Cr](O[Cr]([O-])(=O)=O)([O-])(=O)=O.[Na+].[Na+].S(=O)(=O)(O)O>O>[Cl:6][C:7]1[CH:8]=[CH:9][C:10]([C:11]([C:12]2[CH:21]=[CH:20][CH:19]=[C:18]3[C:13]=2[CH2:14][CH2:15][CH2:16][CH:17]3[C:22]([OH:24])=[O:23])=[O:3])=[CH:25][CH:26]=1 |f:2.3.4|. Reported procedure: To 200 ml. of ethyl ether is added 15 g. of 5-(p-chlorobenzyl)-1,2,3,4-tetrahydro-1-naphthoic acid, and a solution of 5 g. of sodium dichromate in 24 ml. of 6N sulfuric acid is added dropwise. After stirring overnight, 100 ml. of water is added and the ethereal layer is further washed with water and dried over anhydrous magnesium sulfate. The solvent is distilled off under reduced pressure and the oily residue is purified by column chromatography on silica gel equilibrated with oxalic acid with ...